From a dataset of the Open Reaction Database (ORD), a public repository of structured organic reaction records. describe an organic reaction: reactants, conditions, products, and yield The reactants are Fc1ccc(F)c(CBr)c1, Cc1nc(N2CCCCC2=O)sc1C(=O)NCc1ccccc1. Product: Cc1nc(N2CCCC(Cc3cc(F)ccc3F)C2=O)sc1C(=O)NCc1ccccc1. RXN SMILES: [Br:24][CH2:25][c:26]1[c:27]([F:33])[cH:28][cH:29][c:30]([F:32])[cH:31]1.[CH2:1]([c:2]1[cH:3][cH:4][cH:5][cH:6][cH:7]1)[NH:8][C:9](=[O:10])[c:11]1[c:12]([CH3:23])[n:13][c:14]([N:16]2[C:17](=[O:22])[CH2:18][CH2:19][CH2:20][CH2:21]2)[s:15]1>>[CH2:1]([c:2]1[cH:3][cH:4][cH:5][cH:6][cH:7]1)[NH:8][C:9](=[O:10])[c:11]1[c:12]([CH3:23])[n:13][c:14]([N:16]2[C:17](=[O:22])[CH:18]([CH2:25][c:26]3[c:27]([F:33])[cH:28][cH:29][c:30]([F:32])[cH:31]3)[CH2:19][CH2:20][CH2:21]2)[s:15]1. The reactants are COC=1C=C(C(=O)OC)C=CC1CC1=CN(C2=CC=C(C=C12)C=CCC(NCCC)=O)CCC (methyl 3-methoxy-4-[1-propyl-5-[3-(propylcarbamoyl)prop-1-enyl]indol-3-ylmethyl]benzoate). Reagents/catalysts: [Pd] (Palladium on carbon). Run in C(C)(=O)OCC (ethyl acetate), O1CCCC1 (tetrahydrofuran). Run at time 6 hour. The product is COC=1C=C(C(=O)OC)C=CC1CC1=CN(C2=CC=C(C=C12)CCCC(NCCC)=O)CCC (methyl 3-methoxy-4-[1-propyl-5-[3-(propylcarbamoyl)propyl]indol-3-ylmethyl]benzoate). The yield is 95.0%. As a reaction SMILES: [CH3:1][O:2][C:3]1[CH:4]=[C:5]([CH:10]=[CH:11][C:12]=1[CH2:13][C:14]1[C:22]2[C:17](=[CH:18][CH:19]=[C:20]([CH:23]=[CH:24][CH2:25][C:26](=[O:31])[NH:27][CH2:28][CH2:29][CH3:30])[CH:21]=2)[N:16]([CH2:32][CH2:33][CH3:34])[CH:15]=1)[C:6]([O:8][CH3:9])=[O:7]>[Pd].C(OCC)(=O)C.O1CCCC1>[CH3:1][O:2][C:3]1[CH:4]=[C:5]([CH:10]=[CH:11][C:12]=1[CH2:13][C:14]1[C:22]2[C:17](=[CH:18][CH:19]=[C:20]([CH2:23][CH2:24][CH2:25][C:26](=[O:31])[NH:27][CH2:28][CH2:29][CH3:30])[CH:21]=2)[N:16]([CH2:32][CH2:33][CH3:34])[CH:15]=1)[C:6]([O:8][CH3:9])=[O:7]. Procedure details: Palladium on carbon (0.055 g, 10% w/w) was added to a solution of methyl 3-methoxy-4-[1-propyl-5-[3-(propylcarbamoyl)prop-1-enyl]indol-3-ylmethyl]benzoate (0.545 g) in ethyl acetate (15 ml) and tetrahydrofuran (10 ml), and the mixture hydrogenated at atmospheric pressure for 6 hr. The catalyst was removed by filtration through diatomaceous earth, the filter cake washed with ethyl acetate, and the combined filtrate evaporated to give methyl 3-methoxy-4-[1-propyl-5-[3-(propylcarbamoyl)propyl]indol... Starting materials: CS(C)=O, CO, COc1ccc(F)cc1C(C)(C)CC1(C(F)(F)F)CO1, COC(=O)c1cccc(-n2ncc3c(N)cccc32)c1. Yields the product COC(=O)c1cccc(-n2ncc3c(NCC(O)(CC(C)(C)c4cc(F)ccc4OC)C(F)(F)F)cccc32)c1. Reaction SMILES: [CH3:41][S:42]([CH3:43])=[O:44].[CH3:45][OH:46].[F:1][c:2]1[cH:3][cH:4][c:5]([O:19][CH3:20])[c:6]([C:8]([CH2:9][C:10]2([C:13]([F:14])([F:15])[F:16])[O:11][CH2:12]2)([CH3:17])[CH3:18])[cH:7]1.[NH2:21][c:22]1[c:23]2[cH:24][n:25][n:26](-[c:31]3[cH:32][c:33]([C:34](=[O:35])[O:36][CH3:37])[cH:38][cH:39][cH:40]3)[c:27]2[cH:28][cH:29][cH:30]1>>[F:1][c:2]1[cH:3][cH:4][c:5]([O:19][CH3:20])[c:6]([C:8]([CH2:9][C:10]([OH:11])([CH2:12][NH:21][c:22]2[c:23]3[cH:24][n:25][n:26](-[c:31]4[cH:32][c:33]([C:34](=[O:35])[O:36][CH3:37])[cH:38][cH:39][cH:40]4)[c:27]3[cH:28][cH:29][cH:30]2)[C:13]([F:14])([F:15])[F:16])([CH3:17])[CH3:18])[cH:7]1. The reactants are Cl(=O)(=O)(=O)[O-].C(C)C1=NNC(=C1)C1=CC=[N+](C=C1)CCCC(C1=CC=C(C=C1)F)=O (4-(3-ethyl-5-pyrazolyl)-1 -(3-p-fluorobenzoylpropyl)pyridinium perchlorate), [BH4-].[Na+] (sodium borohydride), ice water. Solvent: CO (methanol). Product: C(C)C1=NNC(=C1)C=1CCN(CC1)CCCC(O)C1=CC=C(C=C1)F (3,6-Dihydro-4-(3-ethyl-5-pyrazolyl)-α-(p-fluorophenyl)- 1(2H)-pyridinebutanol). Reaction SMILES: Cl([O-])(=O)(=O)=O.[CH2:6]([C:8]1[CH:12]=[C:11]([C:13]2[CH:18]=[CH:17][N+:16]([CH2:19][CH2:20][CH2:21][C:22](=[O:30])[C:23]3[CH:28]=[CH:27][C:26]([F:29])=[CH:25][CH:24]=3)=[CH:15][CH:14]=2)[NH:10][N:9]=1)[CH3:7].[BH4-].[Na+]>CO>[CH2:6]([C:8]1[CH:12]=[C:11]([C:13]2[CH2:18][CH2:17][N:16]([CH2:19][CH2:20][CH2:21][CH:22]([C:23]3[CH:28]=[CH:27][C:26]([F:29])=[CH:25][CH:24]=3)[OH:30])[CH2:15][CH:14]=2)[NH:10][N:9]=1)[CH3:7] |f:0.1,2.3|. Procedure details: To a 2.2 g. portion of 4-(3-ethyl-5-pyrazolyl)-1 -(3-p-fluorobenzoylpropyl)pyridinium perchlorate, prepared as described in Example 2, in 100 ml. of methanol is added portionwise with stirring 2.2 g. of sodium borohydride. The mixture is stirred for 2 hours and then poured into ice water causing formation of a white solid which was collected and recrystallized from methanol, m.p. 140.5°-141.5° C. Starting materials: O.C1(=CC=C(C=C1)S(=O)(=O)O)C (p-toluenesulfonic acid monohydrate), C(C)(=O)C=1N=CC(=NC1)NC(C(C)(C)C)=O (N-(5-acetyl-pyrazin-2-yl)-2,2-dimethyl-propionamide), C(OC)(OC)OC (trimethyl orthoformate). The solvent is CO (methanol). Yields the product ethyl acetate hexanes, COC(C)(OC)C=1N=CC(=NC1)NC(C(C)(C)C)=O (N-[5-(1,1-dimethoxy-ethyl)-pyrazin-2-yl]-2,2-dimethyl-propionamide). The yield is 72.0%. Reaction SMILES: [C:1]([C:4]1[N:5]=[CH:6][C:7]([NH:10][C:11](=[O:16])[C:12]([CH3:15])([CH3:14])[CH3:13])=[N:8][CH:9]=1)(=[O:3])[CH3:2].O.[C:18]1(C)C=CC(S(O)(=O)=O)=CC=1.[CH:29](OC)(OC)[O:30]C>CO>[CH3:18][O:3][C:1]([C:4]1[N:5]=[CH:6][C:7]([NH:10][C:11](=[O:16])[C:12]([CH3:15])([CH3:14])[CH3:13])=[N:8][CH:9]=1)([O:30][CH3:29])[CH3:2] |f:1.2|. Procedure: A suspension of N-(5-acetyl-pyrazin-2-yl)-2,2-dimethyl-propionamide (prepared as in Example 28, 2.00 g, 9.038 mmol) in trimethyl orthoformate (13.5 mL) and methanol (36 mL) was treated with p-toluenesulfonic acid monohydrate (174.5 mg, 0.904 mmol). The resulting reaction mixture was heated under reflux for 2.5 h and then concentrated in vacuo. The residue was diluted with ethyl acetate (200 mL). The organic layer was washed with a saturated aqueous sodium bicarbonate solution (100 mL) and a satu... Starting materials: Cc1ccc(S(=O)(=O)N2CC2C)cc1, C#C[Si](C)(C)C, CN(C)CCN(C)C, [Li]CCCC. The product is Cc1ccc(S(=O)(=O)NC(C)CC#C[Si](C)(C)C)cc1. Reaction SMILES: [CH3:12][CH:13]1[N:14]([S:16](=[O:17])(=[O:18])[c:19]2[cH:20][cH:21][c:22]([CH3:25])[cH:23][cH:24]2)[CH2:15]1.[CH3:1][Si:2]([CH3:3])([CH3:4])[C:5]#[CH:6].[CH3:26][N:27]([CH3:28])[CH2:29][CH2:30][N:31]([CH3:32])[CH3:33].[CH3:7][CH2:8][CH2:9][CH2:10][Li:11]>>[CH3:1][Si:2]([CH3:3])([CH3:4])[C:5]#[C:6][CH2:15][CH:13]([CH3:12])[NH:14][S:16](=[O:17])(=[O:18])[c:19]1[cH:20][cH:21][c:22]([CH3:25])[cH:23][cH:24]1. Starting materials: [OH-].[Na+] (caustic soda), 63, CN(SC=1SC2=C(N1)C=CC=C2)C (2-N,N-dimethylbenzothiazole-sulphenamide), Cl[O-] (hypochlorite), C([O-])([O-])=O.[Na+].[Na+] (sodium carbonate), C([O-])(O)=O.[Na+] (sodium bicarbonate), [O-]Cl.[Na+] (NaClO), Cl[O-].[Na+] (sodium hypochlorite). The solvent is O (water). Yields the product CN(S(=O)C=1SC2=C(N1)C=CC=C2)C (2-N,N-dimethyl-benzothiazole-sulphinamide), disulphide. The yield is 90.0%. Reaction SMILES: C(=O)([O-])[O-].[Na+].[Na+].C(=O)(O)[O-].[Na+].[CH3:12][N:13]([CH3:24])[S:14][C:15]1[S:16][C:17]2[CH:23]=[CH:22][CH:21]=[CH:20][C:18]=2[N:19]=1.Cl[O-:26].[Na+].[OH-].[Na+].Cl[O-]>O>[CH3:12][N:13]([CH3:24])[S:14]([C:15]1[S:16][C:17]2[CH:23]=[CH:22][CH:21]=[CH:20][C:18]=2[N:19]=1)=[O:26] |f:0.1.2,3.4,6.7,8.9|. Reported procedure: 10 parts of sodium carbonate and 4 parts of sodium bicarbonate are added to a well stirred suspension of 63 parts 2-N,N-dimethylbenzothiazole-sulphenamide in 130 parts of water. 170 parts by volume of a solution of sodium hypochlorite titrating 177 g. of NaClO and 3 g. of free caustic soda per liter are then slowly introduced, in about 5 hours and keeping the temperature within the range from 25° C. to below 30° C. The excess of hypochlorite is controlled by starchiodide paper. After introductio... The reactants are COC([C@H](CC1=C(C=C(C=C1)OCC=1N=C(OC1C)C1=C(C=CC=C1)F)Cl)OCC)=O ((S)-3-{2-chloro-4-[2-(2-fluoro-phenyl)-5-methyl-oxazol-4-ylmethoxy]-phenyl}-2-ethoxy-propionic acid methyl ester), [Li+].[OH-] (LiOH). Yields the product ClC1=C(C=CC(=C1)OCC=1N=C(OC1C)C1=C(C=CC=C1)F)C[C@@H](C(=O)O)OCC ((S)-3-{2-chloro-4-[2-(2-fluoro-phenyl)-5-methyl-oxazol-4-ylmethoxy]-phenyl}-2-ethoxy-propionic acid). Reaction SMILES: C[O:2][C:3](=[O:31])[C@@H:4]([O:28][CH2:29][CH3:30])[CH2:5][C:6]1[CH:11]=[CH:10][C:9]([O:12][CH2:13][C:14]2[N:15]=[C:16]([C:20]3[CH:25]=[CH:24][CH:23]=[CH:22][C:21]=3[F:26])[O:17][C:18]=2[CH3:19])=[CH:8][C:7]=1[Cl:27].[Li+].[OH-]>>[Cl:27][C:7]1[CH:8]=[C:9]([O:12][CH2:13][C:14]2[N:15]=[C:16]([C:20]3[CH:25]=[CH:24][CH:23]=[CH:22][C:21]=3[F:26])[O:17][C:18]=2[CH3:19])[CH:10]=[CH:11][C:6]=1[CH2:5][C@H:4]([O:28][CH2:29][CH3:30])[C:3]([OH:31])=[O:2] |f:1.2|. Procedure details: In analogy to the procedure described in example 1 g], (S)-3-{2-chloro-4-[2-(2-fluoro-phenyl)-5-methyl-oxazol-4-ylmethoxy]-phenyl}-2-ethoxy-propionic acid methyl ester was treated with LiOH to obtain (S)-3-{2-chloro-4-[2-(2-fluoro-phenyl)-5-methyl-oxazol-4-ylmethoxy]-phenyl}-2-ethoxy-propionic acid as colorless solid.